From a dataset of the Open Reaction Database (ORD), a public repository of structured organic reaction records. describe an organic reaction: reactants, conditions, products, and yield Starting materials: CNC, CNC, CO, Cl, N#C[K], O=C1CCC2(CC1)OCCO2. Yields the product CN(C)C1(C#N)CCC2(CC1)OCCO2. RXN SMILES: [CH3:12][NH:13][CH3:14].[CH3:19][NH:20][CH3:21].[CH3:22][OH:23].[ClH:18].[K:15][C:16]#[N:17].[O:1]1[CH2:2][CH2:3][O:4][C:5]12[CH2:6][CH2:7][C:8](=[O:11])[CH2:9][CH2:10]2>>[O:1]1[CH2:2][CH2:3][O:4][C:5]12[CH2:6][CH2:7][C:8]([N:13]([CH3:12])[CH3:14])([C:16]#[N:17])[CH2:9][CH2:10]2. The reactants are OC(=O)C(F)(F)F.N1CC(C1)NC(CNC1=NN(C2=CC=C(C=C12)C(F)(F)F)CCO)=O (N-Azetidin-3-yl-2-[1-(2-hydroxy-ethyl)-5-trifluoromethyl-1H-indazol-3-ylamino]-acetamide TFA salt), COCC1CCC(CC1)=O (4-methoxymethyl-cyclohexanone). Yields the product OCCN1N=C(C2=CC(=CC=C12)C(F)(F)F)NCC(=O)NC1CN(C1)C1CCC(CC1)COC (2-[1-(2-Hydroxy-ethyl)-5-trifluoromethyl-1H-indazol-3-ylamino]-N-[1-(4-methoxymethyl-cyclohexyl)-azetidin-3-yl]-acetamide). RXN SMILES: OC(C(F)(F)F)=O.[NH:8]1[CH2:11][CH:10]([NH:12][C:13](=[O:32])[CH2:14][NH:15][C:16]2[C:24]3[C:19](=[CH:20][CH:21]=[C:22]([C:25]([F:28])([F:27])[F:26])[CH:23]=3)[N:18]([CH2:29][CH2:30][OH:31])[N:17]=2)[CH2:9]1.[CH3:33][O:34][CH2:35][CH:36]1[CH2:41][CH2:40][C:39](=O)[CH2:38][CH2:37]1>>[OH:31][CH2:30][CH2:29][N:18]1[C:19]2[C:24](=[CH:23][C:22]([C:25]([F:28])([F:27])[F:26])=[CH:21][CH:20]=2)[C:16]([NH:15][CH2:14][C:13]([NH:12][CH:10]2[CH2:11][N:8]([CH:39]3[CH2:40][CH2:41][CH:36]([CH2:35][O:34][CH3:33])[CH2:37][CH2:38]3)[CH2:9]2)=[O:32])=[N:17]1 |f:0.1|. Procedure details: The title compound was prepared as a white solid from reaction of N-azetidin-3-yl-2-[1-(2-hydroxy-ethyl)-5-trifluoromethyl-1H-indazol-3-ylamino]-acetamide TFA salt (as prepared in Example 74, Step A) and 4-methoxymethyl-cyclohexanone using the procedure described in Step E of Example 1. Starting materials: C(=O)(OC)COC1=CC=C(C=C1)CC(C)NCCO (N-[2-(4-carbomethoxymethoxyphenyl)-1-methylethyl]-2- hydroxy-ethanamine), ClC=1SC=C(N1)C(CBr)=O (2-chloro-4-bromoacetyl-thiazole). Yields the product C(=O)(OC)COC1=CC=C(C=C1)CC(C)N1CC(OCC1)(C=1N=C(SC1)Cl)O (N-[2-(4-Carbomethoxymethoxyphenyl)-1-methylethyl]-2-hydroxy-2-(2-chloro-thiazol-4-yl)- morpholine). Reaction SMILES: [C:1]([CH2:5][O:6][C:7]1[CH:12]=[CH:11][C:10]([CH2:13][CH:14]([NH:16][CH2:17][CH2:18][OH:19])[CH3:15])=[CH:9][CH:8]=1)([O:3][CH3:4])=[O:2].[Cl:20][C:21]1[S:22][CH:23]=[C:24]([C:26](=[O:29])[CH2:27]Br)[N:25]=1>>[C:1]([CH2:5][O:6][C:7]1[CH:12]=[CH:11][C:10]([CH2:13][CH:14]([N:16]2[CH2:17][CH2:18][O:19][C:26]([OH:29])([C:24]3[N:25]=[C:21]([Cl:20])[S:22][CH:23]=3)[CH2:27]2)[CH3:15])=[CH:9][CH:8]=1)([O:3][CH3:4])=[O:2]. Reported procedure: from N-[2-(4-carbomethoxymethoxyphenyl)-1-methylethyl]-2- hydroxy-ethanamine and 2-chloro-4-bromoacetyl-thiazole. Reactants: N(=NC(=O)N1CCCCC1)C(=O)N1CCCCC1 (1,1'-(azodicarbonyl) dipiperidine), CC=1C=C(C=C(C1)O)OCC1=C(C=CC=C1)C(F)(F)F (5-methyl-3-(2-trifluoromethylbenzyloxy)phenol), C(CCC)P(CCCC)CCCC (tri-n-butylphosphine), C(CCO)O (1,3-propanediol). Solvent: O1CCCC1 (tetrahydrofuran), CCCCCC (Hexane). Conditions: time 8 hour. The product is CC=1C=C(C=C(OCCCO)C1)OCC1=C(C=CC=C1)C(F)(F)F (3-[5-Methyl-3-(2-trifluoromethylbenzyloxy)phenoxy]propanol). The yield is 88.1%. As a reaction SMILES: [CH3:1][C:2]1[CH:3]=[C:4]([O:9][CH2:10][C:11]2[CH:16]=[CH:15][CH:14]=[CH:13][C:12]=2[C:17]([F:20])([F:19])[F:18])[CH:5]=[C:6]([OH:8])[CH:7]=1.C(P(CCCC)CCCC)CCC.[CH2:34](O)[CH2:35][CH2:36][OH:37].N(C(N1CCCCC1)=O)=NC(N1CCCCC1)=O>O1CCCC1.CCCCCC>[CH3:1][C:2]1[CH:3]=[C:4]([O:9][CH2:10][C:11]2[CH:16]=[CH:15][CH:14]=[CH:13][C:12]=2[C:17]([F:18])([F:19])[F:20])[CH:5]=[C:6]([CH:7]=1)[O:8][CH2:34][CH2:35][CH2:36][OH:37]. Procedure details: To a solution of 5-methyl-3-(2-trifluoromethylbenzyloxy)phenol (1.41 g, 5.0 mmol), as prepared in the preceding step, tri-n-butylphosphine (1.62 g, 8.0 mmol) and 1,3-propanediol (1.90 g, 25 rnmol) in anhydrous tetrahydrofuran (50 mL) was added 1,1'-(azodicarbonyl) dipiperidine (2.01 g, 8.0 mmol). The mixture was stirred at ambient temperature overnight. Hexane (100 mL) was added to the mixture and the precipitates were removed by filtration. The filtrate was evaporated in vacuo, and the residue ... Starting materials: C(C)(=O)O[C@@H]1C(N[C@@H]1C1=CC=CC=C1)=O (cis-3-acetoxy-4-phenylazetidin-2-one), [OH-].[K+] (potassium hydroxide), O (water), C([O-])(O)=O.[Na+] (sodium bicarbonate). The solvent is C1CCOC1 (THF), C1CCOC1 (THF). Reaction conditions: temperature 0 celsius, time 1 hour. Yields the product O[C@@H]1C(N[C@@H]1C1=CC=CC=C1)=O (racemic cis-3-hydroxy-4-phenylazetidin-2-one). The yield is 96.9%. RXN SMILES: [OH-].[K+].C([O:6][C@H:7]1[C@@H:10]([C:11]2[CH:16]=[CH:15][CH:14]=[CH:13][CH:12]=2)[NH:9][C:8]1=[O:17])(=O)C.O.C(=O)(O)[O-].[Na+]>C1COCC1>[OH:6][C@H:7]1[C@@H:10]([C:11]2[CH:16]=[CH:15][CH:14]=[CH:13][CH:12]=2)[NH:9][C:8]1=[O:17] |f:0.1,4.5|. Procedure details: To a mixture of 200 mL of THF and 280 mL of 1 M aqueous potassium hydroxide solution at 0° C. was added a solution of 4.59 g (22.4 mmol) of cis-3-acetoxy-4-phenylazetidin-2-one in 265 mL of THF via a dropping funnel over a 40 min period. The solution was stirred at 0° C. for 1 h and 100 mL of water and 100 mL of saturated sodium bicarbonate were added. The mixture was extracted with four 200 mL portions of ethyl acetate and the combined organic layers were dried over sodium sulfate and concentra... The reactants are BrC1=CC=CC2=C1OCCCN2 (9-bromo-2,3,4,5-tetrahydrobenzo[b][1,4]oxazepine), C(C)OC(CCO)OCC (3,3-diethoxypropan-1-ol), C(C)OC(C(CO)O)OCC (3,3-diethoxypropane-1,2-diol). Yields the product BrC1=CC=CC2=C1OCC(CN2)O (9-Bromo-2,3,4,5-tetrahydrobenzo[b][1,4]oxazepin-3-ol). RXN SMILES: [Br:1][C:2]1[C:7]2[O:8][CH2:9][CH2:10][CH2:11][NH:12][C:6]=2[CH:5]=[CH:4][CH:3]=1.C([O:15]C(OCC)CCO)C.C(OC(OCC)C(O)CO)C>>[Br:1][C:2]1[C:7]2[O:8][CH2:9][CH:10]([OH:15])[CH2:11][NH:12][C:6]=2[CH:5]=[CH:4][CH:3]=1. Procedure: 9-Bromo-2,3,4,5-tetrahydrobenzo[b][1,4]oxazepin-3-ol was prepared using a procedure analogous to 9-bromo-2,3,4,5-tetrahydrobenzo[b][1,4]oxazepine except that 3,3-diethoxypropan-1-ol was replaced by 3,3-diethoxypropane-1,2-diol. LCMS, [M+H]+=246.1. 1H NMR (400 MHz, CDCl3) δ 7.11 (dd, J=7.7, 1.8 Hz, 1H), 6.81-6.69 (m, 2H), 4.37 (ddd, J=12.3, 3.7, 1.3 Hz, 1H), 3.99 (br. s., 1H), 3.93 (dd, J=12.3, 2.2 Hz, 1H), 3.57 (br. s., 1H), 3.40 (dd, J=13.0, 4.0 Hz, 1H), 3.22 (dd, J=13.0, 2.4 Hz, 1H), 3.01 (br.... The reactants are O=C(CBr)OCc1ccccc1, O=C([O-])[O-], CCOC(=O)N1CCN(C(=O)C(CC(=O)OC(C)(C)C)NC(=O)c2cc(O)n(-c3ccccc3)n2)CC1, CCOC(C)=O, [Cs+], [Cs+], CN(C)C=O. Product: CCOC(=O)N1CCN(C(=O)C(CC(=O)OC(C)(C)C)NC(=O)c2cc(OCC(=O)OCc3ccccc3)n(-c3ccccc3)n2)CC1. As a reaction SMILES: [Br:38][CH2:39][C:40](=[O:41])[O:42][CH2:43][c:44]1[cH:45][cH:46][cH:47][cH:48][cH:49]1.[C:50](=[O:51])([O-:52])[O-:53].[CH2:1]([CH3:2])[O:3][C:4](=[O:5])[N:6]1[CH2:7][CH2:8][N:9]([C:12]([CH:13]([CH2:14][C:15](=[O:16])[O:17][C:18]([CH3:19])([CH3:20])[CH3:21])[NH:22][C:23](=[O:24])[c:25]2[n:26][n:27](-[c:31]3[cH:32][cH:33][cH:34][cH:35][cH:36]3)[c:28]([OH:30])[cH:29]2)=[O:37])[CH2:10][CH2:11]1.[CH3:61][CH2:62][O:63][C:64](=[O:65])[CH3:66].[Cs+:54].[Cs+:55].[O:56]=[CH:57][N:58]([CH3:59])[CH3:60]>>[CH2:1]([CH3:2])[O:3][C:4](=[O:5])[N:6]1[CH2:7][CH2:8][N:9]([C:12]([CH:13]([CH2:14][C:15](=[O:16])[O:17][C:18]([CH3:19])([CH3:20])[CH3:21])[NH:22][C:23](=[O:24])[c:25]2[n:26][n:27](-[c:31]3[cH:32][cH:33][cH:34][cH:35][cH:36]3)[c:28]([O:30][CH2:39][C:40](=[O:41])[O:42][CH2:43][c:44]3[cH:45][cH:46][cH:47][cH:48][cH:49]3)[cH:29]2)=[O:37])[CH2:10][CH2:11]1. Reactants: N1=CC=CC=C1 (pyridine), COC=1C=C(C(=O)Cl)C=CC1OC (3,4-dimethoxybenzoyl chloride), COC=1C=C(C(=O)Cl)C=CC1OC (3,4-dimethoxybenzoyl chloride), COC(C1=C(C=CC(=C1)N(CCC)CCC)N)=O (2-amino-5-dipropylamino-benzoic acid methyl ester), COC(C1=C(C=CC(=C1)N(CCC)CCC)N)=O (2-amino-5-dipropylamino-benzoic acid methyl ester), C(Cl)Cl (methylene chloride). Reaction conditions: temperature 0 celsius, time 1 hour. Yields the product COC(C1=C(C=CC(=C1)N(CCC)CCC)NC(C1=CC(=CC=C1)CCl)=O)=O (2-(3-chloromethyl-benzoylamino)-5-dipropylamino-benzoic acid methyl ester), intermediate. Isolated yield 64.0%. As a reaction SMILES: [CH3:1][O:2][C:3](=[O:18])[C:4]1[CH:9]=[C:8]([N:10]([CH2:14][CH2:15][CH3:16])[CH2:11][CH2:12][CH3:13])[CH:7]=[CH:6][C:5]=1[NH2:17].N1C=CC=CC=1.CO[C:27]1[CH:28]=[C:29]([CH:33]=[CH:34][C:35]=1OC)[C:30](Cl)=[O:31].[CH2:38]([Cl:40])Cl>>[CH3:1][O:2][C:3](=[O:18])[C:4]1[CH:9]=[C:8]([N:10]([CH2:14][CH2:15][CH3:16])[CH2:11][CH2:12][CH3:13])[CH:7]=[CH:6][C:5]=1[NH:17][C:30](=[O:31])[C:29]1[CH:33]=[CH:34][CH:35]=[C:27]([CH2:38][Cl:40])[CH:28]=1. Reported procedure: 2-Amino-5-dipropylamino-benzoic acid methyl ester (compound A) (243 mg) produced by the above reaction was dissolved in anhydrous methylene chloride (3.0 ml). Subsequently, pyridine (170 μl) and 3-(chloromethyl)benzoyl chloride (compound B) (166 μl) were added to the solution at 0° C., and the mixture was stirred at 0° C. for one hr. After the completion of the reaction, distilled water was added thereto, and the mixture was subjected to separatory extraction with chloroform. The organic layer w...